From a dataset of the Open Reaction Database (ORD), a public repository of structured organic reaction records. describe an organic reaction: reactants, conditions, products, and yield Reactants: C(C)(=O)OCCNC(N(C1C2=CC=CC=C2OC=2C=CC=CC12)C)=O (N'-2-Acetoxyethyl-N-methyl-N-9-xanthenylurea), [C-]#N.[K+] (potassium cyanide). Solvent: CO (methanol). The product is OCCNC(N(C1C2=CC=CC=C2OC=2C=CC=CC12)C)=O (N'-(2-hydroxyethyl)-N-methyl-N-9-xanthenylurea), hydrate. Reaction SMILES: C([O:4][CH2:5][CH2:6][NH:7][C:8](=[O:25])[N:9]([CH3:24])[CH:10]1[C:23]2[CH:22]=[CH:21][CH:20]=[CH:19][C:18]=2[O:17][C:16]2[C:11]1=[CH:12][CH:13]=[CH:14][CH:15]=2)(=O)C.[C-]#N.[K+]>CO>[OH:4][CH2:5][CH2:6][NH:7][C:8](=[O:25])[N:9]([CH3:24])[CH:10]1[C:11]2[CH:12]=[CH:13][CH:14]=[CH:15][C:16]=2[O:17][C:18]2[C:23]1=[CH:22][CH:21]=[CH:20][CH:19]=2 |f:1.2|. Procedure details: N'-2-Acetoxyethyl-N-methyl-N-9-xanthenylurea (2.1 g.), methanol (20 ml.) and potassium cyanide (50 mg.) were refluxed for 20 minutes and then evaporated to dryness. Recrystallisation of the residue from benzene and then from methylene chloride gave N'-(2-hydroxyethyl)-N-methyl-N-9-xanthenylurea as a hydrate, m.p. 130°-132°C. Reactants: C([O-])([O-])=O.[Na+].[Na+] (sodium carbonate), C(C)C1=C(C=CC=C1)O (2-ethylphenol), C(CC(=O)O)(=O)O (malonic acid), P(=O)(Cl)(Cl)Cl (phosphorous oxychloride). The reagents and catalysts are [Cl-].[Zn+2].[Cl-] (zinc chloride). Run in O (water). Conditions: time 24 hour. Product: C(C)C=1C=CC=C2C(=CC(OC12)=O)O (8-ethyl-4-hydroxycoumarin). Yield: 24.1%. Reaction SMILES: [CH2:1]([C:3]1[CH:8]=[CH:7][CH:6]=[CH:5][C:4]=1[OH:9])[CH3:2].[C:10](O)(=[O:15])[CH2:11][C:12](O)=[O:13].P(Cl)(Cl)(Cl)=O.C(=O)([O-])[O-].[Na+].[Na+]>[Cl-].[Zn+2].[Cl-].O>[CH2:1]([C:3]1[CH:8]=[CH:7][CH:6]=[C:5]2[C:4]=1[O:9][C:12](=[O:13])[CH:11]=[C:10]2[OH:15])[CH3:2] |f:3.4.5,6.7.8|. Reported procedure: A mixture of 2-ethylphenol (Aldrich) (6.1 g; 50 mmole), malonic acid (Aldrich) (5.2 g; 50 mmole), zinc chloride (20.4 g, 150 mmole) and phosphorous oxychloride (Merck) (14 mL; 150 mmole) was heated under stirring for 24 hours at 70–75° C., whereupon the reaction was stopped and a mixture of water and ice was added. The reaction mixture was stirred for further 2 hours at room temperature and then 10% sodium carbonate (150 mL) was added to the filtered brown precipitate while stirring. The insolub... Reported procedure: Ethyl 2-(2-aminothiazol-4-yl)-(Z)-2 -cyclopropylmethoxyiminoacetate (1.12 g) was suspended in ethanol (9 ml) and sodium hydroxide (1N; 9 ml) added. The mixture was stirred at room temerature for 40 h, acidified to pH2.8 and the ethanol removed. The precipitated solid was filtered off, washed with a little cold water, and dried in vacuo to give a white solid (845 mg) νmax (Nujol) 3350, 1640 br, and 1580 cm-1 ; δH [(CD3)2SO] inter alia 3.92 (2H, d, J 7 Hz), 6.82 (1H, s), and 7.20 (3H, very broad s... Yield: 84.2%. Starting materials: NC=1SC=C(N1)/C(/C(=O)OCC)=N/OCC1CC1 (Ethyl 2-(2-aminothiazol-4-yl)-(Z)-2 -cyclopropylmethoxyiminoacetate), [OH-].[Na+] (sodium hydroxide). Product: NC=1SC=C(N1)/C(/C(=O)O)=N/OCC1CC1 (2-(2-Aminothiazol-4-yl)-(Z)-2-cyclopropylmethoxyiminoacetic acid). Solvent: C(C)O (ethanol). RXN SMILES: [NH2:1][C:2]1[S:3][CH:4]=[C:5](/[C:7](=[N:13]/[O:14][CH2:15][CH:16]2[CH2:18][CH2:17]2)/[C:8]([O:10]CC)=[O:9])[N:6]=1.[OH-].[Na+]>C(O)C>[NH2:1][C:2]1[S:3][CH:4]=[C:5](/[C:7](=[N:13]/[O:14][CH2:15][CH:16]2[CH2:18][CH2:17]2)/[C:8]([OH:10])=[O:9])[N:6]=1 |f:1.2|. Run at time 40 hour. Starting materials: CO, COC(=O)c1ccc(S(C)(=O)=O)c(C2=NOC(C)C2)c1Cl, [Na+], [OH-]. Yields the product CC1CC(c2c(S(C)(=O)=O)ccc(C(=O)O)c2Cl)=NO1. As a reaction SMILES: [CH3:24][OH:25].[Cl:3][c:4]1[c:5]([C:6](=[O:7])[O:8][CH3:9])[cH:10][cH:11][c:12]([S:20](=[O:21])(=[O:22])[CH3:23])[c:13]1[C:14]1=[N:15][O:16][CH:17]([CH3:19])[CH2:18]1.[Na+:2].[OH-:1]>>[Cl:3][c:4]1[c:5]([C:6](=[O:7])[OH:8])[cH:10][cH:11][c:12]([S:20](=[O:21])(=[O:22])[CH3:23])[c:13]1[C:14]1=[N:15][O:16][CH:17]([CH3:19])[CH2:18]1. The reactants are C([O-])(O)=O.[Na+] (sodium bicarbonate), C(C)(=O)[O-] (acetate), C([O-])([O-])=O.[K+].[K+] (potassium carbonate), Cl (HCl), ClC1=CC(=CC=C1)C(=O)OO (m-chloroperbenzoic acid), ClC1=CC(=CC=C1)C(=O)OO (m-chloroperbenzoic acid), BrC1=CC=CC=C1 (bromobenzene). Run in C(Cl)(Cl)Cl (chloroform). Product: COCOC1=C(C=C(C=C1)Br)O (2-(methoxymethyl) oxy-5-bromophenol). Yield: 85.0%. Reaction SMILES: [Br:1][C:2]1C=C[CH:5]=[CH:4][CH:3]=1.Cl[C:9]1C=CC=C(C(OO)=O)C=1.[C:19](=[O:22])(O)[O-:20].[Na+].[C:24]([O-:27])(=O)[CH3:25].C(=O)([O-])[O-].[K+].[K+].Cl>C(Cl)(Cl)Cl>[CH3:9][O:20][CH2:19][O:22][C:5]1[CH:4]=[CH:3][C:2]([Br:1])=[CH:25][C:24]=1[OH:27] |f:2.3,5.6.7|. Procedure details: To a solution of the bromobenzene (4.35 g, 16.8 mmol) obtained above in chloroform (50 ml) was added m-chloroperbenzoic acid (4.09 g, 20.2 mmol, 85% purity), and the mixture was refluxed. Five hours later, m-chloroperbenzoic acid (2.05 g, 10.1 mmol) was added, and the mixture was refluxed for 29 hours. The reaction mixture was mixed with saturated aqueous sodium bicarbonate solution and hexaneethyl acetate, and the organic layer was separated. The organic layer was washed with saturated aqueous ... Reactants: C(C1=CC=CO1)O (furfuryl alcohol), ON1C(C=2C(C1=O)=CC=CC2)=O (N-hydroxyphthalimide), C([O-])([O-])=O.[K+].[K+] (potassium carbonate), ClCC=1OC=CC1 (2-chloromethylfuran). The solvent is O (water), CS(=O)C (dimethyl sulphoxide). Reaction conditions: time 18 hour. Yields the product C(C1=CC=CO1)ON1C(C=2C(C1=O)=CC=CC2)=O (N-furfuryloxyphthalimide). The yield is 70.0%. RXN SMILES: [OH:1][N:2]1[C:6](=[O:7])[C:5]2=[CH:8][CH:9]=[CH:10][CH:11]=[C:4]2[C:3]1=[O:12].C(=O)([O-])[O-].[K+].[K+].Cl[CH2:20][C:21]1[O:22][CH:23]=[CH:24][CH:25]=1.C(O)C1OC=CC=1>O.CS(C)=O>[CH2:20]([O:1][N:2]1[C:3](=[O:12])[C:4]2=[CH:11][CH:10]=[CH:9][CH:8]=[C:5]2[C:6]1=[O:7])[C:21]1[O:22][CH:23]=[CH:24][CH:25]=1 |f:1.2.3|. Procedure details: To a stirred mixture of N-hydroxyphthalimide (41 g.), anhydrous potassium carbonate (26.4 g.) and dry dimethyl sulphoxide (400 ml.) was added 2-chloromethylfuran (freshly prepared, but undistilled, from 46.2 g. furfuryl alcohol according to the method of W. R. Kirner JACS, 1928, 50, 1955). The mixture was stirred for 18 hr., then poured into water (1.5 l). The precipitated solid was filtered off, washed well with water, and recrystallised from ethanol to give N-furfuryloxyphthalimide (42.8 g., 7...